From a dataset of the Open Reaction Database (ORD), a public repository of structured organic reaction records. describe an organic reaction: reactants, conditions, products, and yield The reactants are ClC=1C=C(C(=C(C(=O)NCC=2C(NC(=CC2C)C)=O)C1)C)N(C1CCC2(OCCO2)CC1)CC (5-chloro-N-((4,6-dimethyl-2-oxo-1,2-dihydropyridin-3-yl)methyl)-3-(ethyl(1,4-dioxaspiro[4.5]decan-8-yl)amino)-2-methylbenzamide), O (water), CC=1C=CC(=CC1)S(=O)(=O)O (PTSA). The solvent is CC(=O)C (acetone). Run at temperature 70 celsius, time 8 hour. Yields the product ClC=1C=C(C(=C(C(=O)NCC=2C(NC(=CC2C)C)=O)C1)C)N(C1CCC(CC1)=O)CC (5-chloro-N-((4,6-dimethyl-2-oxo-1,2-dihydropyridin-3-yl)methyl)-3-(ethyl(4-oxocyclohexyl)amino)-2-methylbenzamide). Isolated yield 82.4%. RXN SMILES: [Cl:1][C:2]1[CH:3]=[C:4]([N:22]([CH2:33][CH3:34])[CH:23]2[CH2:32][CH2:31][C:26]3(OCC[O:27]3)[CH2:25][CH2:24]2)[C:5]([CH3:21])=[C:6]([CH:20]=1)[C:7]([NH:9][CH2:10][C:11]1[C:12](=[O:19])[NH:13][C:14]([CH3:18])=[CH:15][C:16]=1[CH3:17])=[O:8].O.CC1C=CC(S(O)(=O)=O)=CC=1>CC(C)=O>[Cl:1][C:2]1[CH:3]=[C:4]([N:22]([CH2:33][CH3:34])[CH:23]2[CH2:24][CH2:25][C:26](=[O:27])[CH2:31][CH2:32]2)[C:5]([CH3:21])=[C:6]([CH:20]=1)[C:7]([NH:9][CH2:10][C:11]1[C:12](=[O:19])[NH:13][C:14]([CH3:18])=[CH:15][C:16]=1[CH3:17])=[O:8]. Reported procedure: To a stirred solution of 5-chloro-N-((4,6-dimethyl-2-oxo-1,2-dihydropyridin-3-yl)methyl)-3-(ethyl(1,4-dioxaspiro[4.5]decan-8-yl)amino)-2-methylbenzamide (2.0 g, 4.1 mmol) in acetone: water (14 mL+6 mL) was added PTSA (3.1 g, 16 mmol). The resulting reaction mixture was stirred at 70° C. overnight. On completion, the solvent was removed under reduced pressure and the residue was basified with aqueous sodium bicarbonate. The aqueous phase was extracted with ethyl acetate. The combined organic laye...